From a dataset of the Open Reaction Database (ORD), a public repository of structured organic reaction records. describe an organic reaction: reactants, conditions, products, and yield Reactants: O=S(=O)(Cl)c1ccccc1Cl, Cl, CON, O, c1ccncc1. Yields the product CONS(=O)(=O)c1ccccc1Cl. RXN SMILES: [Cl:5][c:6]1[c:7]([S:12](=[O:13])(=[O:14])[Cl:15])[cH:8][cH:9][cH:10][cH:11]1.[ClH:1].[O:2]([CH3:3])[NH2:4].[OH2:16].[cH:17]1[cH:18][cH:19][n:20][cH:21][cH:22]1>>[O:2]([CH3:3])[NH:4][S:12]([c:7]1[c:6]([Cl:5])[cH:11][cH:10][cH:9][cH:8]1)(=[O:13])=[O:14].